Task: describe an organic reaction: reactants, conditions, products, and yield. Dataset: the Open Reaction Database (ORD), a public repository of structured organic reaction records Starting materials: O=C([O-])[O-], CSc1ncc2ccc(-c3cccc(N)c3)n2n1, CN(C)C=O, CCOC(C)=O, CCN(C(C)C)C(C)C, O=S(=O)(Cl)CCCCl, [K+], [K+], O. Product: CSc1ncc2ccc(-c3cccc(N4CCCS4(=O)=O)c3)n2n1. As a reaction SMILES: [C:28](=[O:29])([O-:30])[O-:31].[CH3:1][S:2][c:3]1[n:4][n:5]2[c:6]([cH:7][n:8]1)[cH:9][cH:10][c:11]2-[c:12]1[cH:13][c:14]([NH2:18])[cH:15][cH:16][cH:17]1.[CH3:42][N:43]([CH3:44])[CH:45]=[O:46].[CH3:47][CH2:48][O:49][C:50]([CH3:51])=[O:52].[CH:19]([N:20]([CH2:21][CH3:22])[CH:23]([CH3:24])[CH3:25])([CH3:26])[CH3:27].[Cl:34][CH2:35][CH2:36][CH2:37][S:38](=[O:39])(=[O:40])[Cl:41].[K+:32].[K+:33].[OH2:53]>>[CH3:1][S:2][c:3]1[n:4][n:5]2[c:6]([cH:7][n:8]1)[cH:9][cH:10][c:11]2-[c:12]1[cH:13][c:14]([N:18]2[CH2:35][CH2:36][CH2:37][S:38]2(=[O:39])=[O:40])[cH:15][cH:16][cH:17]1. Starting materials: FC1=C2C=CC=NC2=C(C(=C1)C(C)N)C1=CC(=CC=C1)F (1-[5-fluoro-8-(3-fluorophenyl)quinolin-7-yl]ethanamine), ClC1=C2NC=NC2=NC=N1 (6-chloropurine), [Na] (sodium). Run in C(CCC)O (1-butanol). Reaction conditions: temperature 110 celsius. Yields the product FC1=C2C=CC=NC2=C(C(=C1)C(C)NC1=C2N=CNC2=NC=N1)C1=CC(=CC=C1)F (N-{1-[5-Fluoro-8-(3-fluorophenyl)quinolin-7-yl]ethyl}-9H-purin-6-amine). Reaction SMILES: [F:1][C:2]1[CH:11]=[C:10]([CH:12]([NH2:14])[CH3:13])[C:9]([C:15]2[CH:20]=[CH:19][CH:18]=[C:17]([F:21])[CH:16]=2)=[C:8]2[C:3]=1[CH:4]=[CH:5][CH:6]=[N:7]2.Cl[C:23]1[N:31]=[CH:30][N:29]=[C:28]2[C:24]=1[NH:25][CH:26]=[N:27]2.[Na]>C(O)CCC>[F:1][C:2]1[CH:11]=[C:10]([CH:12]([NH:14][C:23]2[N:31]=[CH:30][N:29]=[C:28]3[C:24]=2[N:25]=[CH:26][NH:27]3)[CH3:13])[C:9]([C:15]2[CH:20]=[CH:19][CH:18]=[C:17]([F:21])[CH:16]=2)=[C:8]2[C:3]=1[CH:4]=[CH:5][CH:6]=[N:7]2 |^1:31|. Procedure details: A mixture of 1-[5-fluoro-8-(3-fluorophenyl)quinolin-7-yl]ethanamine (0.39 g, 1.4 mmol, 6-chloropurine (0.27 g, 1.8 mmol) and sodium hydrogenecarbonate (0.17 g, 2.0 mmol) in 1-butanol (4 mL) was heated at 110° C. overnight. The mixture was filtered and purified on a preparative LCMS (XBridge C18 column, eluting with a gradient of acetonitrile in water with 0.2% ammonium hydroxide, at a flow rate of 30 mL/min) to give the desired product. LCMS calculated for C22H17F2N6 (M+H)+: m/z=403.1; Found: 40... The reactants are CCO, [Cl-], O=C(c1ccccc1)C(F)(F)F, [NH3+]O. Yields the product ON=C(c1ccccc1)C(F)(F)F. As a reaction SMILES: [CH3:16][CH2:17][OH:18].[Cl-:1].[F:4][C:5]([C:6](=[O:7])[c:8]1[cH:9][cH:10][cH:11][cH:12][cH:13]1)([F:14])[F:15].[OH:2][NH3+:3]>>[OH:2][N:3]=[C:6]([C:5]([F:4])([F:14])[F:15])[c:8]1[cH:9][cH:10][cH:11][cH:12][cH:13]1. Reactants: C1(=CC=CC2=CC=CC=C12)CN1C(NC2=C1C=CC=C2)=O (1-naphthalen-1-ylmethyl-1,3-dihydro-benzimidazol-2-one), C(C=C)(=O)OC (methyl acrylate), [OH-].C(C1=CC=CC=C1)[N+](C)(C)C (benzyltrimethyl ammonium hydroxide), CO (MeOH), [NH4+].[Cl-] (NH4Cl). Run in CN(C)C=O (DMF), O (water). Conditions: time 1.5 hour. Product: COC(CCN1C(N(C2=C1C=CC=C2)CC2=CC=CC1=CC=CC=C21)=O)=O (3-(3-naphthalen-1-ylmethyl-2-oxo-2,3-dihydro-benzimidazol-1-yl)-propionic acid methyl ester). Yield: 83.6%. Reaction SMILES: [C:1]1([CH2:11][N:12]2[C:16]3[CH:17]=[CH:18][CH:19]=[CH:20][C:15]=3[NH:14][C:13]2=[O:21])[C:10]2[C:5](=[CH:6][CH:7]=[CH:8][CH:9]=2)[CH:4]=[CH:3][CH:2]=1.[C:22]([O:26][CH3:27])(=[O:25])[CH:23]=[CH2:24].[OH-].C([N+](C)(C)C)C1C=CC=CC=1.CO.[NH4+].[Cl-]>CN(C=O)C.O>[CH3:27][O:26][C:22](=[O:25])[CH2:23][CH2:24][N:14]1[C:15]2[CH:20]=[CH:19][CH:18]=[CH:17][C:16]=2[N:12]([CH2:11][C:1]2[C:10]3[C:5](=[CH:6][CH:7]=[CH:8][CH:9]=3)[CH:4]=[CH:3][CH:2]=2)[C:13]1=[O:21] |f:2.3,5.6|. Reported procedure: To a solution of 1-naphthalen-1-ylmethyl-1,3-dihydro-benzimidazol-2-one (200 mg, 0.73 mmol) in DMF (3.0 mL) are added methyl acrylate (0.07 mL, 0.8 mmol) and 40% benzyltrimethyl ammonium hydroxide in MeOH (0.03 mL, 0.073 mmol). The resulting mixture is stirred at room temperature for 1.5 h and then Sat. NH4Cl (5 mL) and water (20 mL) are added. The mixture is extracted with EtOAc (3×50 mL) and the organic layers are combined, washed with water (3×75 dried over MgSO4 and concentrated to give crud... Reactants: ClC1=NC(=NC(=C1)OC(C(F)(F)F)C1=CC=C(C=C1)C1=CC(=CC=C1)F)N (4-chloro-6-(2,2,2-trifluoro-1-(3′-fluorobiphenyl-4-yl)ethoxy)pyrimidin-2-amine), O=C(C(=O)OC)NC1=CC=C(C=C1)B1OC(C(O1)(C)C)(C)C (methyl 2-oxo-2-(4-(4,4,5,5-tetramethyl-1,3,2-dioxaborolan-2-yl)phenylamino)acetate), C(=O)([O-])[O-].[Na+].[Na+] (Na2CO3), C(C)O (ethanol). The reagents and catalysts are Cl[Pd]([P](C1=CC=CC=C1)(C2=CC=CC=C2)C3=CC=CC=C3)([P](C4=CC=CC=C4)(C5=CC=CC=C5)C6=CC=CC=C6)Cl (dichlorobis(triphenylphosphine)palladium). Solvent: O (water). Product: NC1=NC(=CC(=N1)C1=CC=C(C=C1)NC(C(=O)OC)=O)OC(C(F)(F)F)C1=CC=C(C=C1)C1=CC(=CC=C1)F (Methyl 2-(4-(2-amino-6-(2,2,2-trifluoro-1-(3′-fluorobiphenyl-4-yl)ethoxy)pyrimidin-4-yl)phenylamino)-2-oxoacetate). Isolated yield 57.4%. Reaction SMILES: Cl[C:2]1[CH:7]=[C:6]([O:8][CH:9]([C:14]2[CH:19]=[CH:18][C:17]([C:20]3[CH:25]=[CH:24][CH:23]=[C:22]([F:26])[CH:21]=3)=[CH:16][CH:15]=2)[C:10]([F:13])([F:12])[F:11])[N:5]=[C:4]([NH2:27])[N:3]=1.[O:28]=[C:29]([NH:34][C:35]1[CH:40]=[CH:39][C:38](B2OC(C)(C)C(C)(C)O2)=[CH:37][CH:36]=1)[C:30]([O:32][CH3:33])=[O:31].C([O-])([O-])=O.[Na+].[Na+].C(O)C>Cl[Pd](Cl)([P](C1C=CC=CC=1)(C1C=CC=CC=1)C1C=CC=CC=1)[P](C1C=CC=CC=1)(C1C=CC=CC=1)C1C=CC=CC=1.O>[NH2:27][C:4]1[N:3]=[C:2]([C:38]2[CH:37]=[CH:36][C:35]([NH:34][C:29](=[O:28])[C:30]([O:32][CH3:33])=[O:31])=[CH:40][CH:39]=2)[CH:7]=[C:6]([O:8][CH:9]([C:14]2[CH:19]=[CH:18][C:17]([C:20]3[CH:25]=[CH:24][CH:23]=[C:22]([F:26])[CH:21]=3)=[CH:16][CH:15]=2)[C:10]([F:13])([F:12])[F:11])[N:5]=1 |f:2.3.4,^1:61,80|. Procedure: 4-chloro-6-(2,2,2-trifluoro-1-(3′-fluorobiphenyl-4-yl)ethoxy)pyrimidin-2-amine (320 mg, 0.806 mmol), methyl 2-oxo-2-(4-(4,4,5,5-tetramethyl-1,3,2-dioxaborolan-2-yl)phenylamino)acetate (320 mg, 0.95 mmol), dichlorobis(triphenylphosphine)palladium (79 mg, 0.11 mmol), and Na2CO3 (212 mg, 2.0 mmol) were added to a mixture of ethanol (10 mL) and water (10 mL) in a round-bottom flask. The flask was heated to reflux for 8 hours. The reaction mixture was cooled and solvent was removed. The residue was d... Reactants: COC(CC1=C(NC2=NC=CC=C21)C)=O ((2-methyl-1H-pyrrolo[2,3-b]pyridin-3-yl)-acetic acid methyl ester), ice, BrCC1=C(C=C(C=C1)S(=O)(=O)C)Cl (1-bromomethyl-2-chloro-4-methanesulfonyl-benzene), [I-].[Na+] (sodium iodide), [H-].[Na+] (sodium hydride). The solvent is CN(C)C=O (DMF). Conditions: time 3 hour. Product: ClC1=C(CN2C(=C(C=3C2=NC=CC3)CC(=O)O)C)C=CC(=C1)S(=O)(=O)C ([1-(2-Chloro-4-methanesulfonyl-benzyl)-2-methyl-1H-pyrrolo[2,3-b]pyridin-3-yl]-acetic acid). As a reaction SMILES: C[O:2][C:3](=[O:15])[CH2:4][C:5]1[C:13]2[C:8](=[N:9][CH:10]=[CH:11][CH:12]=2)[NH:7][C:6]=1[CH3:14].[H-].[Na+].Br[CH2:19][C:20]1[CH:25]=[CH:24][C:23]([S:26]([CH3:29])(=[O:28])=[O:27])=[CH:22][C:21]=1[Cl:30].[I-].[Na+]>CN(C=O)C>[Cl:30][C:21]1[CH:22]=[C:23]([S:26]([CH3:29])(=[O:28])=[O:27])[CH:24]=[CH:25][C:20]=1[CH2:19][N:7]1[C:8]2=[N:9][CH:10]=[CH:11][CH:12]=[C:13]2[C:5]([CH2:4][C:3]([OH:2])=[O:15])=[C:6]1[CH3:14] |f:1.2,4.5|. Procedure details: To an ice cooled (0° C.) stirred solution of (2-methyl-1H-pyrrolo[2,3-b]pyridin-3-yl)-acetic acid methyl ester ((2.25 g, 1.1 mmol) in dry DMF (15 ml) is added sodium hydride (0.484 g of a 60% dispersion in mineral oil, 12.1 mmol). After stirring at room temperature for 3 hours, the reaction mixture is re-cooled to 0° C. and treated with 1-bromomethyl-2-chloro-4-methanesulfonyl-benzene (5.0 g, 17.6 mmol) and sodium iodide (2.64 g, 17.6 mmol). The resulting mixture is stirred and allowed to warm t... Reactants: C(#N)C(C)CCCCCCCCCC (2-cyanododecane), C(CN)N (ethylenediamine). The solvent is C(=S)=S (carbon disulfide). The product is CC(CCCCCCCCCC)C=1NCCN1 (2-(2-Dodecyl)-2-imidazoline). The yield is 65.0%. Reaction SMILES: [C:1]([CH:3]([CH2:5][CH2:6][CH2:7][CH2:8][CH2:9][CH2:10][CH2:11][CH2:12][CH2:13][CH3:14])[CH3:4])#[N:2].[CH2:15](N)[CH2:16][NH2:17]>C(=S)=S>[CH3:4][CH:3]([C:1]1[NH:2][CH2:15][CH2:16][N:17]=1)[CH2:5][CH2:6][CH2:7][CH2:8][CH2:9][CH2:10][CH2:11][CH2:12][CH2:13][CH3:14]. Procedure: 19.53 g (100 mmoles) of 2-cyanododecane, 8.5ml (127 mmoles) of ethylenediamine and 0.5 ml of carbon disulfide are reacted according to Example 29 and the reaction mixture is worked up as mentioned therein. Distillation of the residue gives 15.5 g (65%) of the product. Reactants: OC1=C2C(N(C(C2=CC=C1)=O)CC(C(=O)OC)C1(OCCO1)C)=O (Methyl 3-(4-hydroxy-1,3-dioxo-1,3-dihydro-isoindol-2-yl)-2-(2-methyl-[1,3]dioxolan-2-yl)propionate), O.C1(=CC=C(C=C1)S(=O)(=O)O)C (p-toluenesulfonic acid monohydrate). The solvent is solvent, CC(=O)C.O (acetone water). Run at temperature 100 celsius. The product is OC1=C2C(N(C(C2=CC=C1)=O)CC(C(=O)OC)C(C)=O)=O (Methyl 2-(4-hydroxy-1,3-dioxo-1,3-dihydro-isoindol-2-ylmethyl)-3-oxo-butyrate). Reaction SMILES: [OH:1][C:2]1[CH:10]=[CH:9][CH:8]=[C:7]2[C:3]=1[C:4](=[O:24])[N:5]([CH2:12][CH:13]([C:18]1([CH3:23])OCC[O:19]1)[C:14]([O:16][CH3:17])=[O:15])[C:6]2=[O:11].O.C1(C)C=CC(S(O)(=O)=O)=CC=1>CC(C)=O.O>[OH:1][C:2]1[CH:10]=[CH:9][CH:8]=[C:7]2[C:3]=1[C:4](=[O:24])[N:5]([CH2:12][CH:13]([C:18](=[O:19])[CH3:23])[C:14]([O:16][CH3:17])=[O:15])[C:6]2=[O:11] |f:1.2,3.4|. Reported procedure: Methyl 3-(4-hydroxy-1,3-dioxo-1,3-dihydro-isoindol-2-yl)-2-(2-methyl-[1,3]dioxolan-2-yl)propionate (0.84 g, 2.51 mmol) was dissolved in 24 mL of a solvent mixture of acetone/water (v/v=5/1), and p-toluenesulfonic acid monohydrate (about 0.19 g) was then added to the obtained solution. The resulting mixture was refluxed at 100° C. for 2 days. After the reaction was completed, the reaction mixture was concentrated under a reduced pressure and then extracted with dichloromethane. The desired produc... The reactants are CC(=O)OCC1OC(n2cnc3c(Br)ncnc32)C2OC(C)(C)OC12, OB(O)c1ccccc1. The product is CC(=O)OCC1OC(n2cnc3c(-c4ccccc4)ncnc32)C2OC(C)(C)OC12. Reaction SMILES: [C:1]([CH3:2])(=[O:3])[O:4][CH2:5][CH:6]1[O:7][CH:8]([n:16]2[c:17]3[n:18][cH:19][n:20][c:21]([Br:25])[c:22]3[n:23][cH:24]2)[CH:9]2[O:10][C:11]([CH3:14])([CH3:15])[O:12][CH:13]12.[OH:26][B:27]([OH:28])[c:29]1[cH:30][cH:31][cH:32][cH:33][cH:34]1>>[C:1]([CH3:2])(=[O:3])[O:4][CH2:5][CH:6]1[O:7][CH:8]([n:16]2[c:17]3[n:18][cH:19][n:20][c:21](-[c:29]4[cH:30][cH:31][cH:32][cH:33][cH:34]4)[c:22]3[n:23][cH:24]2)[CH:9]2[O:10][C:11]([CH3:14])([CH3:15])[O:12][CH:13]12.